describe an organic reaction: reactants, conditions, products, and yield From a dataset of the Open Reaction Database (ORD), a public repository of structured organic reaction records. Starting materials: CC(C)=O, CN(C)CCCl, Cl, [Na+], [Na+], O=C([O-])[O-], O, Cc1csc2c1-n1cccc1C2=NO. Yields the product Cc1csc2c1-n1cccc1C2=NOCCN(C)C. Reaction SMILES: [CH3:29][C:30](=[O:31])[CH3:32].[Cl:3][CH2:4][CH2:5][N:6]([CH3:7])[CH3:8].[ClH:2].[Na+:23].[Na+:24].[O-:25][C:26](=[O:27])[O-:28].[OH2:1].[OH:9][N:10]=[C:11]1[c:12]2[n:13]([cH:20][cH:21][cH:22]2)-[c:14]2[c:15]1[s:16][cH:17][c:18]2[CH3:19]>>[CH2:4]([CH2:5][N:6]([CH3:7])[CH3:8])[O:9][N:10]=[C:11]1[c:12]2[n:13]([cH:20][cH:21][cH:22]2)-[c:14]2[c:15]1[s:16][cH:17][c:18]2[CH3:19]. Starting materials: C1(=CC=CC=C1)CCCCO (4-phenyl-1-butanol), S(O)(O)(=O)=O (sulfuric acid), aqueous solution, Br (hydrobromic acid), resultant solution, ice water. Yields the product C1(=CC=CC=C1)CCCCBr (4-phenyl-1-bromobutane). RXN SMILES: [C:1]1([CH2:7][CH2:8][CH2:9][CH2:10]O)[CH:6]=[CH:5][CH:4]=[CH:3][CH:2]=1.S(=O)(=O)(O)O.[BrH:17]>>[C:1]1([CH2:7][CH2:8][CH2:9][CH2:10][Br:17])[CH:6]=[CH:5][CH:4]=[CH:3][CH:2]=1. Procedure details: To 1.0 g of 4-phenyl-1-butanol, were added 0.33 g of concentrated sulfuric acid and 1.7 g of 47% aqueous solution of hydrobromic acid, and the resultant solution was then stirred for 5 hours at a temperature of from 140 to 150° C. while applying heating. The solution reacted was then poured into ice water and extracted with ethyl acetate. The organic layer resulted was dried with anhydrous magnesium sulfate, and the solvent used was removed by distillation under reduced pressure, thereby affordi... Starting materials: CCCCCCC1CC1C(=O)Oc1ccc(C(=O)CNC(C)(C)C)cc1OC(=O)C1CC1CCCCCC, CCCCCCC1CC1C(=O)Cl, O=C(Cl)C1CCCCC1. Product: CCCCCCC1CC1C(=O)Oc1ccc(C(O)CNC(C)(C)C)cc1OC(=O)C1CC1CCCCCC. RXN SMILES: [C:22]([CH3:23])([CH3:24])([CH3:25])[NH:26][CH2:27][C:28](=[O:29])[c:30]1[cH:31][c:32]([O:48][C:49](=[O:50])[CH:51]2[CH:52]([CH2:54][CH2:55][CH2:56][CH2:57][CH2:58][CH3:59])[CH2:53]2)[c:33]([O:36][C:37](=[O:38])[CH:39]2[CH:40]([CH2:42][CH2:43][CH2:44][CH2:45][CH2:46][CH3:47])[CH2:41]2)[cH:34][cH:35]1.[CH2:1]([CH:2]1[CH2:3][CH:4]1[C:5]([Cl:6])=[O:7])[CH2:8][CH2:9][CH2:10][CH2:11][CH3:12].[CH:13]1([C:14]([Cl:15])=[O:16])[CH2:17][CH2:18][CH2:19][CH2:20][CH2:21]1>>[C:22]([CH3:23])([CH3:24])([CH3:25])[NH:26][CH2:27][CH:28]([OH:29])[c:30]1[cH:31][c:32]([O:48][C:49](=[O:50])[CH:51]2[CH:52]([CH2:54][CH2:55][CH2:56][CH2:57][CH2:58][CH3:59])[CH2:53]2)[c:33]([O:36][C:37](=[O:38])[CH:39]2[CH:40]([CH2:42][CH2:43][CH2:44][CH2:45][CH2:46][CH3:47])[CH2:41]2)[cH:34][cH:35]1. Reactants: CC1(C(=O)OC1(COC(C(=C)C)=O)C)C (α,α,β-trimethyl-β-methacryloyloxymethyl-β-propiolactone), ( 9 ), B(F)(F)F (boron trifluoride), COC1=CC=C(C=C1)O (p-methoxyphenol). Run in C(C)(=O)OCC (ethyl acetate). The product is CC1(C(=O)OCC1(OC(C(=C)C)=O)C)C (α,α,β-trimethyl-β-methacryloyloxy-γ-butyrolactone). Reaction SMILES: [CH3:1][C:2]1([CH3:15])[C:6]([CH3:14])([CH2:7][O:8][C:9](=[O:13])[C:10]([CH3:12])=[CH2:11])[O:5][C:3]1=[O:4].B(F)(F)F.COC1C=CC(O)=CC=1>C(OCC)(=O)C>[CH3:12][C:10]1([CH3:11])[C:6]([CH3:14])([O:5][C:3](=[O:4])[C:2]([CH3:1])=[CH2:15])[CH2:7][O:8][C:9]1=[O:13]. Reported procedure: In a 50 mL four-necked flask, 0.5 g of α,α,β-trimethyl-β-methacryloyloxymethyl-β-propiolactone was put, and dissolved in 10 g of ethyl acetate, and a stirrer, a thermometer and a Dimroth cooling tube were connected thereto. Further, 5 mol % of diethyl ether complex of boron trifluoride was added thereto based on the substrate, and 5 mg of p-methoxyphenol was added thereto, and while solution temperature was kept at 30° C., the resulting mixture was stirred. After the mixture was stirred for 2 ho... The reactants are C(C)OC(=O)C1=NC(=CC(=C1)Br)C (4-Bromo-6-methyl-pyridine-2-carboxylic acid ethyl ester), FC=1C=C(C=NC1)B(O)O (5-Fluoropyridine-3-boronic acid). Yields the product C(C)OC(=O)C1=NC(=CC(=C1)C=1C=NC=C(C1)F)C (5-Fluoro-6′-methyl-[3,4′]bipyridinyl-2′-carboxylic acid ethyl ester). Reaction SMILES: [CH2:1]([O:3][C:4]([C:6]1[CH:11]=[C:10](Br)[CH:9]=[C:8]([CH3:13])[N:7]=1)=[O:5])[CH3:2].[F:14][C:15]1[CH:16]=[C:17](B(O)O)[CH:18]=[N:19][CH:20]=1>>[CH2:1]([O:3][C:4]([C:6]1[CH:11]=[C:10]([C:17]2[CH:18]=[N:19][CH:20]=[C:15]([F:14])[CH:16]=2)[CH:9]=[C:8]([CH3:13])[N:7]=1)=[O:5])[CH3:2]. Procedure details: The title compound, was prepared from 4-Bromo-6-methyl-pyridine-2-carboxylic acid ethyl ester (example 1, step 4) and 5-Fluoropyridine-3-boronic acid in accordance with the general method of example 1, step 6 to yield the final compound as a light yellow oil, MS (ISP): m/e=261.2 (M+H)+. Starting materials: COC1=CC=C(C2=C(C=CC=C12)C)C(=O)O (4-Methoxy-8-methyl-1-naphthoic acid), C12OCC(NC1)C2 (2-oxa-5-azabicyclo[2.2.1]heptane). Product: C12OCC(N(C1)C(=O)C1=CC=C(C3=CC=CC(=C13)C)OC)C2 (2-Oxa-5-azabicyclo[2.2.1]heptan-5-yl(4-methoxy-8-methylnaphthalen-1-yl)methanone). As a reaction SMILES: [CH3:1][O:2][C:3]1[C:12]2[C:7](=[C:8]([CH3:13])[CH:9]=[CH:10][CH:11]=2)[C:6]([C:14]([OH:16])=O)=[CH:5][CH:4]=1.[CH:17]12[CH2:23][CH:20]([NH:21][CH2:22]1)[CH2:19][O:18]2>>[CH:17]12[CH2:23][CH:20]([N:21]([C:14]([C:6]3[C:7]4[C:12](=[CH:11][CH:10]=[CH:9][C:8]=4[CH3:13])[C:3]([O:2][CH3:1])=[CH:4][CH:5]=3)=[O:16])[CH2:22]1)[CH2:19][O:18]2. Procedure: 4-Methoxy-8-methyl-1-naphthoic acid (Step-5 of Intermediate-22) was reacted with 2-oxa-5-azabicyclo[2.2.1]heptane by following the similar procedure as described in Step-6 of Intermediate-22.